The task is: describe an organic reaction: reactants, conditions, products, and yield. This data is from the Open Reaction Database (ORD), a public repository of structured organic reaction records. As a reaction SMILES: [C:20](=[O:21])([c:22]1[nH:23][cH:24][cH:25][n:26]1)[c:27]1[nH:28][cH:29][cH:30][n:31]1.[CH2:1]([CH:2]=[CH:3][c:4]1[cH:5][cH:6][cH:7][cH:8][cH:9]1)[NH:10][CH2:11][CH2:12][NH:13][c:14]1[cH:15][n:16][cH:17][cH:18][cH:19]1>>[CH2:1]([CH:2]=[CH:3][c:4]1[cH:5][cH:6][cH:7][cH:8][cH:9]1)[N:10]1[CH2:11][CH2:12][N:13]([c:14]2[cH:15][n:16][cH:17][cH:18][cH:19]2)[C:20]1=[O:21]. The reactants are O=C(c1ncc[nH]1)c1ncc[nH]1, C(=Cc1ccccc1)CNCCNc1cccnc1. Product: O=C1N(CC=Cc2ccccc2)CCN1c1cccnc1. Starting materials: C(C)(C)(C)OC(=O)N1CCC(CC1)CN1N=C(N=N1)C1=CC=C(C=C1)C(C(C)(C)C)C1=CC=C(C=C1)OCC1=NC=CC=C1 (tert-butyl-4-{[5-(4-{2,2-dimethyl-1-[4-(pyridin-2-ylmethoxy)phenyl]propyl}phenyl)-2H-tetrazol-2-yl]methyl}piperidine-1-carboxylate), resultant solution. The solvent is Cl (HCl), O1CCOCC1 (dioxane), O (water). Product: CC(C(C1=CC=C(C=C1)C=1N=NN(N1)CC1CCNCC1)C1=CC=C(OCC2=NC=CC=C2)C=C1)(C)C (2-{[4-(2,2-dimethyl-1-{4-[2-(piperidin-4-ylmethyl)-2H-tetrazol-5-yl]phenyl}propyl)phenoxy]methyl}pyridine). RXN SMILES: C(OC([N:8]1[CH2:13][CH2:12][CH:11]([CH2:14][N:15]2[N:19]=[N:18][C:17]([C:20]3[CH:25]=[CH:24][C:23]([CH:26]([C:31]4[CH:36]=[CH:35][C:34]([O:37][CH2:38][C:39]5[CH:44]=[CH:43][CH:42]=[CH:41][N:40]=5)=[CH:33][CH:32]=4)[C:27]([CH3:30])([CH3:29])[CH3:28])=[CH:22][CH:21]=3)=[N:16]2)[CH2:10][CH2:9]1)=O)(C)(C)C>Cl.O1CCOCC1.O>[CH3:28][C:27]([CH3:30])([CH3:29])[CH:26]([C:31]1[CH:32]=[CH:33][C:34]([O:37][CH2:38][C:39]2[CH:44]=[CH:43][CH:42]=[CH:41][N:40]=2)=[CH:35][CH:36]=1)[C:23]1[CH:22]=[CH:21][C:20]([C:17]2[N:18]=[N:19][N:15]([CH2:14][CH:11]3[CH2:12][CH2:13][NH:8][CH2:9][CH2:10]3)[N:16]=2)=[CH:25][CH:24]=1. Procedure: Crude 2h (0.102 mmol) was dissolved in a pre-mixed solution of 4N HCl in dioxane (5.00 mL) and deionized water (250 μL) at 10° C. The resultant solution was warmed to room temperature and aged for approximately 1.3 h. After concentrating in vacuo, the residue was purified by flash chromatography on silica gel [100% EtOAc (120 mL) followed by 0%-100% EtOAc/(DCM:MeOH:ammonium hydroxide (95:5:1)] to afford compound Ie-2bx, Ie-2bx: m/z (ES) 497 (MH)+. 1HNMR (500 MHz, CDCl3): δ 8.59 (d, 1H, J=4.3 Hz)...